From a dataset of the Open Reaction Database (ORD), a public repository of structured organic reaction records. describe an organic reaction: reactants, conditions, products, and yield The reactants are CC(=O)O, Cl, [Cu], Nc1ccc(F)c(N2C(=O)C3=C(CCCC3)C2=O)c1, O=N[O-], [Na+], O=[N+]([O-])[O-], O, O=S(=O)(O)O. Product: O=C1C2=C(CCCC2)C(=O)N1c1cc(O)ccc1F. RXN SMILES: [CH3:36][C:37](=[O:38])[OH:39].[ClH:24].[Cu:34].[F:1][c:2]1[c:3]([N:9]2[C:10](=[O:19])[C:11]3=[C:12]([C:13]2=[O:14])[CH2:15][CH2:16][CH2:17][CH2:18]3)[cH:4][c:5]([NH2:8])[cH:6][cH:7]1.[N:20](=[O:21])[O-:22].[Na+:23].[O-:25][N+:26](=[O:27])[O-:28].[OH2:35].[S:29](=[O:30])(=[O:31])([OH:32])[OH:33]>>[F:1][c:2]1[c:3]([N:9]2[C:10](=[O:19])[C:11]3=[C:12]([C:13]2=[O:14])[CH2:15][CH2:16][CH2:17][CH2:18]3)[cH:4][c:5]([OH:21])[cH:6][cH:7]1. The reactants are ClC=1C=CC2=C(C3=CC=CC=C3N=C2C1)Cl (3,9-dichloroacridine), CN1CCN(CC1)CCN (2-(4-methylpiperazin-1-yl)ethanamine). The product is ClC=1C=CC2=C(C3=CC=CC=C3N=C2C1)NCCN1CCN(CC1)C (3-Chloro-N-(2-(4-methylpiperazin-1-yl)ethyl)acridin-9-amine). As a reaction SMILES: [Cl:1][C:2]1[CH:3]=[CH:4][C:5]2[C:14]([CH:15]=1)=[N:13][C:12]1[C:7](=[CH:8][CH:9]=[CH:10][CH:11]=1)[C:6]=2Cl.[CH3:17][N:18]1[CH2:23][CH2:22][N:21]([CH2:24][CH2:25][NH2:26])[CH2:20][CH2:19]1>>[Cl:1][C:2]1[CH:3]=[CH:4][C:5]2[C:14]([CH:15]=1)=[N:13][C:12]1[C:7](=[CH:8][CH:9]=[CH:10][CH:11]=1)[C:6]=2[NH:26][CH2:25][CH2:24][N:21]1[CH2:22][CH2:23][N:18]([CH3:17])[CH2:19][CH2:20]1. Reported procedure: Following the general procedure of Example 1 and making non-critical variations but using 3,9-dichloroacridine (J. Med. Chem. 1985, 28. 940-944) and 2-(4-methylpiperazin-1-yl)ethanamine, the title compound was obtained; MS (Found M+1=355). Starting materials: [Br-], C#C[Mg+], O=Cc1c(-c2ccc(F)cc2)nn2c(Cl)cccc12. Yields the product C#CC(O)c1c(-c2ccc(F)cc2)nn2c(Cl)cccc12. As a reaction SMILES: [Br-:20].[C:21](#[CH:22])[Mg+:23].[Cl:1][c:2]1[cH:3][cH:4][cH:5][c:6]2[n:7]1[n:8][c:9](-[c:13]1[cH:14][cH:15][c:16]([F:19])[cH:17][cH:18]1)[c:10]2[CH:11]=[O:12]>>[Cl:1][c:2]1[cH:3][cH:4][cH:5][c:6]2[n:7]1[n:8][c:9](-[c:13]1[cH:14][cH:15][c:16]([F:19])[cH:17][cH:18]1)[c:10]2[CH:11]([OH:12])[C:21]#[CH:22]. The reactants are C(N(CC)CC)(C(C(F)(F)F)F)(F)F, n1c(nc2c(c1c1cnc(nc1)N)CCN2C1CC(C1)(F)F)N1CCOC[C@@H]1CO. The reagents and catalysts are c1ccc(cc1)-c2c3ccccc3cc4ccccc24 (9-Phenylanthracene). The solvent is CC#N (MeCN). Run at temperature 25 celsius, time 18 hour. Yields the product Nc1ncc(cn1)c2nc(nc3N(CCc23)C4CC(F)(F)C4)N5CCOC[C@@H]5CF. As a reaction SMILES: [NH2:1][c:2]1[n:7][cH:6][c:5]([c:8]2[c:16]([c:12]3[n:11][c:10]([N:23]4[C@@H:28]([CH2:29]O)[CH2:27][O:26][CH2:25][CH2:24]4)[n:9]2)[CH2:15][CH2:14][N:13]3[CH:17]5[CH2:22][C:19]([F:21])([F:20])[CH2:18]5)[cH:4][n:3]1.CCN(C(C(C(F)(F)F)F)(F)[F:30])CC>>[NH2:1][c:2]1[n:7][cH:6][c:5]([c:8]2[c:16]([c:12]3[n:11][c:10]([N:23]4[C@@H:28]([CH2:29][F:30])[CH2:27][O:26][CH2:25][CH2:24]4)[n:9]2)[CH2:15][CH2:14][N:13]3[CH:17]5[CH2:22][C:19]([F:21])([F:20])[CH2:18]5)[cH:4][n:3]1. Reactants: CC(C)(C)OC(=O)COc1ccc(Cl)cc1Sc1ccc(S(C)(=O)=O)cc1, ClCCl, O=C(OO)c1cccc(Cl)c1. Yields the product CC(C)(C)OC(=O)COc1ccc(Cl)cc1S(=O)c1ccc(S(C)(=O)=O)cc1. RXN SMILES: [Cl:12][c:13]1[cH:14][c:15]([S:28][c:29]2[cH:30][cH:31][c:32]([S:35](=[O:36])(=[O:37])[CH3:38])[cH:33][cH:34]2)[c:16]([O:17][CH2:18][C:19](=[O:20])[O:21][C:22]([CH3:23])([CH3:24])[CH3:25])[cH:26][cH:27]1.[Cl:39][CH2:40][Cl:41].[OH:1][O:2][C:3]([c:4]1[cH:5][c:6]([Cl:7])[cH:8][cH:9][cH:10]1)=[O:11]>>[O:1]=[S:28]([c:15]1[cH:14][c:13]([Cl:12])[cH:27][cH:26][c:16]1[O:17][CH2:18][C:19](=[O:20])[O:21][C:22]([CH3:23])([CH3:24])[CH3:25])[c:29]1[cH:30][cH:31][c:32]([S:35](=[O:36])(=[O:37])[CH3:38])[cH:33][cH:34]1. Reactants: CCOC(C)=O, Cl, CC(C)(C)OC(=O)N1CCC(COc2cccc(N)c2C#N)CC1. Yields the product N#Cc1c(N)cccc1OCC1CCNCC1. Reaction SMILES: [CH3:26][CH2:27][O:28][C:29]([CH3:30])=[O:31].[ClH:25].[NH2:1][c:2]1[c:3]([C:23]#[N:24])[c:4]([O:5][CH2:6][CH:7]2[CH2:8][CH2:9][N:10]([C:13]([O:14][C:15]([CH3:16])([CH3:17])[CH3:18])=[O:19])[CH2:11][CH2:12]2)[cH:20][cH:21][cH:22]1>>[NH2:1][c:2]1[c:3]([C:23]#[N:24])[c:4]([O:5][CH2:6][CH:7]2[CH2:8][CH2:9][NH:10][CH2:11][CH2:12]2)[cH:20][cH:21][cH:22]1. Starting materials: CC(C)(C)OC(=O)NCCNCCNC(=O)OC(C)(C)C, CC(C)(C)OC(=O)NC(CC(=O)O)C(=O)NC(CCc1ccc(C(F)(F)F)cc1)C(=O)Nc1ccc2ncccc2c1, CN1CCOCC1, ClCCl. Yields the product CC(C)(C)OC(=O)NCCN(CCNC(=O)OC(C)(C)C)C(=O)CC(NC(=O)OC(C)(C)C)C(=O)NC(CCc1ccc(C(F)(F)F)cc1)C(=O)Nc1ccc2ncccc2c1. RXN SMILES: [C:50]([CH3:51])([CH3:52])([CH3:53])[O:54][C:55](=[O:56])[NH:57][CH2:58][CH2:59][NH:60][CH2:61][CH2:62][NH:63][C:64]([O:65][C:66]([CH3:67])([CH3:68])[CH3:69])=[O:70].[C:8]([CH3:9])([CH3:10])([CH3:11])[O:12][C:13](=[O:14])[NH:15][CH:16]([CH2:17][C:18](=[O:19])[OH:20])[C:21]([NH:22][CH:23]([CH2:24][CH2:25][c:26]1[cH:27][cH:28][c:29]([C:32]([F:33])([F:34])[F:35])[cH:30][cH:31]1)[C:36]([NH:37][c:38]1[cH:39][c:40]2[cH:41][cH:42][cH:43][n:44][c:45]2[cH:46][cH:47]1)=[O:48])=[O:49].[CH3:1][N:2]1[CH2:3][CH2:4][O:5][CH2:6][CH2:7]1.[Cl:71][CH2:72][Cl:73]>>[C:8]([CH3:9])([CH3:10])([CH3:11])[O:12][C:13](=[O:14])[NH:15][CH:16]([CH2:17][C:18](=[O:19])[N:60]([CH2:59][CH2:58][NH:57][C:55]([O:54][C:50]([CH3:51])([CH3:52])[CH3:53])=[O:56])[CH2:61][CH2:62][NH:63][C:64]([O:65][C:66]([CH3:67])([CH3:68])[CH3:69])=[O:70])[C:21]([NH:22][CH:23]([CH2:24][CH2:25][c:26]1[cH:27][cH:28][c:29]([C:32]([F:33])([F:34])[F:35])[cH:30][cH:31]1)[C:36]([NH:37][c:38]1[cH:39][c:40]2[cH:41][cH:42][cH:43][n:44][c:45]2[cH:46][cH:47]1)=[O:48])=[O:49]. Reactants: CCOC(C)=O, COC(=O)c1ccc(-c2cc(OC)ccc2F)c(C2=C(C)CCC2=O)c1. RXN SMILES: [CH3:27][CH2:28][O:29][C:30]([CH3:31])=[O:32].[F:1][c:2]1[c:3](-[c:10]2[c:11]([C:20]3=[C:21]([CH3:26])[CH2:22][CH2:23][C:24]3=[O:25])[cH:12][c:13]([C:16](=[O:17])[O:18][CH3:19])[cH:14][cH:15]2)[cH:4][c:5]([O:8][CH3:9])[cH:6][cH:7]1>>[F:1][c:2]1[c:3](-[c:10]2[c:11]([CH:20]3[CH:21]([CH3:26])[CH2:22][CH2:23][C:24]3=[O:25])[cH:12][c:13]([C:16](=[O:17])[O:18][CH3:19])[cH:14][cH:15]2)[cH:4][c:5]([O:8][CH3:9])[cH:6][cH:7]1. Yields the product COC(=O)c1ccc(-c2cc(OC)ccc2F)c(C2C(=O)CCC2C)c1. Reactants: C(C)(C)(C)OC(=O)N[C@H](C(=O)O)CC1=CC(=CC=C1)F ((2S)-2-[(tert-butoxycarbonyl)amino]-3-(3-fluorophenyl)propanoic acid), O1CCCC1 (tetrahydrofuran), O1CCCC1 (tetrahydrofuran). Conditions: time 3 hour. Yields the product C(C)(C)(C)OC(N[C@H](CO)CC1=CC(=CC=C1)F)=O (tert-butyl[(1S)-1-(3-fluorobenzyl)-2-hydroxyethyl]carbamate). Reaction SMILES: [C:1]([O:5][C:6]([NH:8][C@@H:9]([CH2:13][C:14]1[CH:19]=[CH:18][CH:17]=[C:16]([F:20])[CH:15]=1)[C:10](O)=[O:11])=[O:7])([CH3:4])([CH3:3])[CH3:2].O1CCCC1>>[C:1]([O:5][C:6](=[O:7])[NH:8][C@@H:9]([CH2:13][C:14]1[CH:19]=[CH:18][CH:17]=[C:16]([F:20])[CH:15]=1)[CH2:10][OH:11])([CH3:4])([CH3:2])[CH3:3]. Procedure details: To a solution of (2S)-2-[(tert-butoxycarbonyl)amino]-3-(3-fluorophenyl)propanoic acid [Aldrich] (3.00 g, 10.6 mmol) in tetrahydrofuran (30 mL, 400 mmol) at 0° C. was added 1.0 M borane-THF complex in tetrahydrofuran (32 mL, 32 mmol). The reaction mixture was stirred at room temperature for 3 hrs, cooled with an ice bath, quenched with AcOH:MeOH (1:5, 10 mL and partitioned between saturated aqueous NaHCO3 and DCM. The aqueous phase was then extracted several times with DCM. The combined organic f...